The task is: describe an organic reaction: reactants, conditions, products, and yield. This data is from the Open Reaction Database (ORD), a public repository of structured organic reaction records. The reactants are CC1(Cc2ccc(OCc3ccccc3)cc2)OCCO1, CCO, [H][H]. The product is CC1(Cc2ccc(O)cc2)OCCO1. As a reaction SMILES: [CH2:1]1[CH2:2][O:3][C:4]([CH2:5][c:6]2[cH:7][cH:8][c:9]([O:12][CH2:13][c:14]3[cH:15][cH:16][cH:17][cH:18][cH:19]3)[cH:10][cH:11]2)([CH3:20])[O:21]1.[CH3:24][CH2:25][OH:26].[H:22][H:23]>>[CH2:1]1[CH2:2][O:3][C:4]([CH2:5][c:6]2[cH:7][cH:8][c:9]([OH:12])[cH:10][cH:11]2)([CH3:20])[O:21]1. Procedure details: To a solution of 2,2′-oxydiethanol (2.12 g) in pyridine (20 mL) was added benzoic anhydride (4.52 g) by small portions under ice-cooling, and the reaction mixture was stirred while warming to room temperature for 18 hrs. Pyridine was evaporated under reduced pressure and the obtained residue was diluted with diethyl ether (20 mL). 5% Aqueous sodium hydrogen carbonate solution (100 mL) was added, and the mixture was extracted with diethyl ether (100 mL×3). The solvent was evaporated under reduced... Reaction SMILES: [C:1]([O:9][CH2:10][CH2:11][O:12][CH2:13][CH2:14]O)(=[O:8])[C:2]1[CH:7]=[CH:6][CH:5]=[CH:4][CH:3]=1.[I:16]N1C(=O)CCC1=O.C1(P(C2C=CC=CC=2)C2C=CC=CC=2)C=CC=CC=1.C(=O)([O-])O.[Na+]>ClCCl>[C:1]([O:9][CH2:10][CH2:11][O:12][CH2:13][CH2:14][I:16])(=[O:8])[C:2]1[CH:7]=[CH:6][CH:5]=[CH:4][CH:3]=1 |f:3.4|. Run at time 14 hour. Yield: 64.1%. Yields the product C(C1=CC=CC=C1)(=O)OCCOCCI (2-(2-iodoethoxy)ethyl benzoate). The solvent is ClCCl (dichloromethane). Reactants: C(C1=CC=CC=C1)(=O)OCCOCCO (2-(2-hydroxyethoxy)ethyl benzoate), IN1C(CCC1=O)=O (1-iodopyrrolidine-2,5-dione), C1(=CC=CC=C1)P(C1=CC=CC=C1)C1=CC=CC=C1 (triphenylphosphine), C(O)([O-])=O.[Na+] (sodium hydrogen carbonate). Starting materials: CCCCCCBr, C1CCOC1, CCCCCC, [Li]CCCC, O, c1ccsc1. Product: CCCCCCc1cccs1. RXN SMILES: [CH2:11]([CH2:12][CH2:13][CH2:14][CH2:15][CH3:16])[Br:17].[CH2:19]1[O:20][CH2:21][CH2:22][CH2:23]1.[CH3:24][CH2:25][CH2:26][CH2:27][CH2:28][CH3:29].[CH3:6][CH2:7][CH2:8][CH2:9][Li:10].[OH2:18].[cH:1]1[cH:2][cH:3][s:4][cH:5]1>>[cH:1]1[cH:2][c:3]([CH2:11][CH2:12][CH2:13][CH2:14][CH2:15][CH3:16])[s:4][cH:5]1.